This data is from the Open Reaction Database (ORD), a public repository of structured organic reaction records. The task is: describe an organic reaction: reactants, conditions, products, and yield Starting materials: CN1C2C(C=3C=C(C=C(C13)C(F)(F)F)NC=1C=NC=CC1)CNCC2 ((5-methyl-6-trifluoromethyl-2,3,4,4a,5,9b-hexahydro-1H-pyrido[4,3-b]indol-8-yl)-pyridin-3-yl-amine), C(=O)([O-])[O-].[Cs+].[Cs+] (Cs2CO3), C(C)(C)(C)OC(=O)N1C[C@@H]2[C@@H](N(C=3C(=CC(=CC23)N)C#N)C(=O)O)CC1 ((4aS,9bR)-8-amino-6-cyano-3,4,4a,9b-tetrahydro-1H-pyrido[4,3-b]indole-2,5-dicarboxylic acid tert-butyl ester), BrC=1C(=NC=CC1)C#N (3-bromo-pyridine-2-carbonitrile). Yields the product C(#N)C1=NC=CC=C1NC=1C=C2[C@H]3[C@@H](N(C2=C(C1)C#N)C)CCNC3 ((4aS,9bR)-8-(2-cyano-pyridin-3-ylamino)-5-methyl-2,3,4,4a,5,9b-hexahydro-1H-pyrido[4,3-b]indole-6-carbonitrile). As a reaction SMILES: CN1C2C(C(F)(F)F)=CC(NC3C=NC=CC=3)=CC=2C2CNCCC12.C(OC([N:33]1[CH2:51][CH2:50][C@@H:36]2[N:37]([C:47](O)=O)[C:38]3[C:39]([C:45]#[N:46])=[CH:40][C:41]([NH2:44])=[CH:42][C:43]=3[C@@H:35]2[CH2:34]1)=O)(C)(C)C.Br[C:53]1[C:54]([C:59]#[N:60])=[N:55][CH:56]=[CH:57][CH:58]=1.C([O-])([O-])=O.[Cs+].[Cs+]>>[C:59]([C:54]1[C:53]([NH:44][C:41]2[CH:42]=[C:43]3[C:38](=[C:39]([C:45]#[N:46])[CH:40]=2)[N:37]([CH3:47])[C@H:36]2[CH2:50][CH2:51][NH:33][CH2:34][C@@H:35]32)=[CH:58][CH:57]=[CH:56][N:55]=1)#[N:60] |f:3.4.5|. Reported procedure: The title compound was prepared by following the general method for (5-methyl-6-trifluoromethyl-2,3,4,4a,5,9b-hexahydro-1H-pyrido[4,3-b]indol-8-yl)-pyridin-3-yl-amine (Method B) as a yellow solid (35 mg, 35%) from (4aS,9bR)-8-amino-6-cyano-3,4,4a,9b-tetrahydro-1H-pyrido[4,3-b]indole-2,5-dicarboxylic acid tert-butyl ester (Example 162, 100 mg, 0.31 mmol), 3-bromo-pyridine-2-carbonitrile (56 mg, 0.31 mmol) and Cs2CO3 (199 mg, 0.6 mmol). MS (ESI): 331 (base, M+H). The reactants are S1C2=C(C(C1)=O)C=CC=C2 (benzo[b]thiophen-3-one), BrCCC(=O)OCC (ethyl 3-bromopropionate), C([O-])([O-])=O.[K+].[K+] (potassium carbonate), [I-].[K+] (potassium iodide), C(C)(C)OC(C)C (isopropyl ether). The solvent is CC(=O)C (acetone). Yields the product S1C2=C(C(=C1)OCCCO)C=CC=C2 (3-(benzo[b]thiophen-3-yloxy)-1-propanol). The yield is 1.3%. Reaction SMILES: [S:1]1[CH2:5][C:4](=[O:6])[C:3]2[CH:7]=[CH:8][CH:9]=[CH:10][C:2]1=2.Br[CH2:12][CH2:13][C:14](OCC)=[O:15].C(=O)([O-])[O-].[K+].[K+].[I-].[K+].C(OC(C)C)(C)C>CC(C)=O>[S:1]1[CH:5]=[C:4]([O:6][CH2:12][CH2:13][CH2:14][OH:15])[C:3]2[CH:7]=[CH:8][CH:9]=[CH:10][C:2]1=2 |f:2.3.4,5.6|. Procedure: A mixture of benzo[b]thiophen-3-one (30 g), ethyl 3-bromopropionate (73 g), potassium carbonate (55 g), potassium iodide (1.3 g) and acetone (600 ml) was refluxed for 18 h. Filtration and removal of solvent in vacuo a red oil which was dissolved in ether (200 ml) and dried over magnesium sulfate. The ether solution was added dropwise to a suspension of lithium aluminium hydride (5 g) in ether (100 ml) followed by reflux for 1 h. Usual work-up gave a viscous oil which was applied to a silica gel ... The reactants are [BH4-], CCCCc1nc(Cl)c(C=O)n1Cc1ccc2nc(-c3ccccc3C(=O)OC)ccc2c1, CO, [Na+], C1CCOC1. Yields the product CCCCc1nc(Cl)c(CO)n1Cc1ccc2nc(-c3ccccc3C(=O)OC)ccc2c1. As a reaction SMILES: [BH4-:34].[CH2:1]([CH2:2][CH2:3][CH3:4])[c:5]1[n:6]([CH2:13][c:14]2[cH:15][c:16]3[cH:17][cH:18][c:19](-[c:24]4[c:25]([C:26](=[O:27])[O:28][CH3:29])[cH:30][cH:31][cH:32][cH:33]4)[n:20][c:21]3[cH:22][cH:23]2)[c:7]([CH:11]=[O:12])[c:8]([Cl:10])[n:9]1.[CH3:41][OH:42].[Na+:35].[O:36]1[CH2:37][CH2:38][CH2:39][CH2:40]1>>[CH2:1]([CH2:2][CH2:3][CH3:4])[c:5]1[n:6]([CH2:13][c:14]2[cH:15][c:16]3[cH:17][cH:18][c:19](-[c:24]4[c:25]([C:26](=[O:27])[O:28][CH3:29])[cH:30][cH:31][cH:32][cH:33]4)[n:20][c:21]3[cH:22][cH:23]2)[c:7]([CH2:11][OH:12])[c:8]([Cl:10])[n:9]1. Reactants: [N+](=O)([O-])C=1C=CC(=C(C#N)C1)OCC(F)(F)F (5-nitro-2-(2,2,2-trifluoroethoxy)benzonitrile), [Cl-].[NH4+] (ammonium chloride), O (water). The reagents and catalysts are [Fe] (iron). Solvent: C(C)O (ethanol). Conditions: temperature 65 celsius, time 30 minute. The product is NC=1C=CC(=C(C#N)C1)OCC(F)(F)F (5-Amino-2-(2,2,2,-trifluoroethoxy)benzonitrile). The yield is 99.0%. Reaction SMILES: [Cl-].[NH4+].O.[N+:4]([C:7]1[CH:8]=[CH:9][C:10]([O:15][CH2:16][C:17]([F:20])([F:19])[F:18])=[C:11]([CH:14]=1)[C:12]#[N:13])([O-])=O>[Fe].C(O)C>[NH2:4][C:7]1[CH:8]=[CH:9][C:10]([O:15][CH2:16][C:17]([F:18])([F:19])[F:20])=[C:11]([CH:14]=1)[C:12]#[N:13] |f:0.1|. Procedure: Subsequently, ammonium chloride (0.5 g) and iron powder (2.5 g) were added to a mixed solvent of water (40 ml) and ethanol (120 ml), and the mixture was heated to 65° C. Then, 5-nitro-2-(2,2,2-trifluoroethoxy)benzonitrile (80.5 g) was added in parts over 20 min and the mixture was stirred at a refluxing temperature for 30 min. The reaction mixture was ice-cooled and filtrated. The solvent was evaporated under reduced pressure. To the residue was added aqueous sodium hydroxide solution and the mi...